describe an organic reaction: reactants, conditions, products, and yield From a dataset of the Open Reaction Database (ORD), a public repository of structured organic reaction records. The reactants are Cc1ccc(-c2nc(C(=O)O)n(C)c2-c2ccc(C)cc2)cc1, NCc1ccccc1. Product: Cc1ccc(-c2nc(C(=O)NCc3ccccc3)n(C)c2-c2ccc(C)cc2)cc1. Reaction SMILES: [CH3:9][c:10]1[cH:11][cH:12][c:13](-[c:16]2[n:17][c:18]([C:29](=[O:30])[OH:31])[n:19]([CH3:28])[c:20]2-[c:21]2[cH:22][cH:23][c:24]([CH3:27])[cH:25][cH:26]2)[cH:14][cH:15]1.[NH2:1][CH2:2][c:3]1[cH:4][cH:5][cH:6][cH:7][cH:8]1>>[NH:1]([CH2:2][c:3]1[cH:4][cH:5][cH:6][cH:7][cH:8]1)[C:29]([c:18]1[n:17][c:16](-[c:13]2[cH:12][cH:11][c:10]([CH3:9])[cH:15][cH:14]2)[c:20](-[c:21]2[cH:22][cH:23][c:24]([CH3:27])[cH:25][cH:26]2)[n:19]1[CH3:28])=[O:30]. The reactants are CC1NC2=CC(=CC=C2CC1)C (2,7-dimethyl-1,2,3,4-tetrahydroquinoline), C([O-])([O-])=O.[K+].[K+] (potassium carbonate), IC(C)C (2-iodopropane), ICCC (iodopropane). The solvent is O (water). Yields the product CC1N(C2=CC(=CC=C2CC1)C)C(C)C (2,7-Dimethyl-N-Isopropyl-1,2,3,4-Tetrahydroquinoline). The yield is 57.6%. As a reaction SMILES: [CH3:1][CH:2]1[CH2:11][CH2:10][C:9]2[C:4](=[CH:5][C:6]([CH3:12])=[CH:7][CH:8]=2)[NH:3]1.C(=O)([O-])[O-].[K+].[K+].I[CH:20]([CH3:22])[CH3:21].ICCC>O>[CH3:1][CH:2]1[CH2:11][CH2:10][C:9]2[C:4](=[CH:5][C:6]([CH3:12])=[CH:7][CH:8]=2)[N:3]1[CH:20]([CH3:22])[CH3:21] |f:1.2.3|. Procedure: A mixture of 2,7-dimethyl-1,2,3,4-tetrahydroquinoline (32.2 g, 0.2 m), potassium carbonate (15.0 g, 0.11 m), and 2-iodopropane (51 g, 0.3 m) was heated at 90°-95° C. for 5.5 hr. Progress of the reaction was slow. An additional quantity (34.0 g) of iodopropane was added and the mixture refluxed for 24 hrs. longer. Starting material was still evident by thin-layer chromatography. The reaction mixture was drowned into 200 ml water and extracted with chloroform (50 ml). The organic layer was treated... The reactants are C(#N)C1(CC1)NC(=O)[C@@H]1C[C@@H](CN1C(=O)C1(CC1)C)OS(=O)(=O)C1=CC=CC=C1 (benzenesulfonic acid (3S,5S)-5-(1-cyano-cyclopropylcarbamoyl)-1-(1-methyl-cyclopropanecarbonyl)-pyrrolidin-3-yl ester), O (Water), FC(COC1=CC(=C(C=C1)S)C(F)(F)F)(F)F (4-(2,2,2-trifluoro-ethoxy)-2-trifluoromethyl-benzenethiol), CC(C)([O-])C.[K+] (potassium tert-butoxide). Run in CC(=O)N(C)C (dimethylacetamide), C(C)(=O)OCC (ethyl acetate), O1CCCC1 (tetrahydrofuran), O1CCCC1 (tetrahydrofuran). Reaction conditions: time 20 minute. Product: C(#N)C1(CC1)NC(=O)[C@H]1N(C[C@@H](C1)SC1=C(C=C(C=C1)OCC(F)(F)F)C(F)(F)F)C(=O)C1(CC1)C ((2S,4R)-1-(1-Methyl-cyclopropanecarbonyl)-4-[4-(2,2,2-trifluoro-ethoxy)-2-trifluoromethyl-phenylsulfanyl]-pyrrolidine-2-carboxylic acid (1-cyano-cyclopropyl)-amide). Yield: 92.0%. Reaction SMILES: [F:1][C:2]([F:17])([F:16])[CH2:3][O:4][C:5]1[CH:10]=[CH:9][C:8]([SH:11])=[C:7]([C:12]([F:15])([F:14])[F:13])[CH:6]=1.CC(C)([O-])C.[K+].[C:24]([C:26]1([NH:29][C:30]([C@H:32]2[N:36]([C:37]([C:39]3([CH3:42])[CH2:41][CH2:40]3)=[O:38])[CH2:35][C@@H:34](OS(C3C=CC=CC=3)(=O)=O)[CH2:33]2)=[O:31])[CH2:28][CH2:27]1)#[N:25].O>O1CCCC1.CC(N(C)C)=O.C(OCC)(=O)C>[C:24]([C:26]1([NH:29][C:30]([C@@H:32]2[CH2:33][C@@H:34]([S:11][C:8]3[CH:9]=[CH:10][C:5]([O:4][CH2:3][C:2]([F:1])([F:16])[F:17])=[CH:6][C:7]=3[C:12]([F:13])([F:14])[F:15])[CH2:35][N:36]2[C:37]([C:39]2([CH3:42])[CH2:41][CH2:40]2)=[O:38])=[O:31])[CH2:27][CH2:28]1)#[N:25] |f:1.2|. Procedure details: A solution of 4-(2,2,2-trifluoro-ethoxy)-2-trifluoromethyl-benzenethiol (56.1 g, 196 mmol) in tetrahydrofuran (93 mL) was added at room temperature to a suspension of potassium tert-butoxide (22.8 g, 203 mmol) in tetrahydrofuran (370 mL). The orange-brown clear solution was stirred for 20 min and a solution of benzenesulfonic acid (3S,5S)-5-(1-cyano-cyclopropylcarbamoyl)-1-(1-methyl-cyclopropanecarbonyl)-pyrrolidin-3-yl ester (74.4 g, 178 mmol) in dimethylacetamide (240 mL) was added. The mixtur... The reactants are CC(=O)[O-], CC(=O)[O-], CC(=O)[O-], CC(=O)[O-], COc1ccc2cc(C=C(C#N)C#N)ccc2c1, CN(C)C=O, ClC(Cl)Cl, N#C[Na], O, [Pb+4]. The product is COc1ccc2cc(C(C#N)=C(C#N)C#N)ccc2c1. RXN SMILES: [C:23]([O-:24])(=[O:25])[CH3:26].[C:27]([O-:28])(=[O:29])[CH3:30].[C:31]([O-:32])(=[O:33])[CH3:34].[C:35]([O-:36])(=[O:37])[CH3:38].[CH3:1][O:2][c:3]1[cH:4][c:5]2[cH:6][cH:7][c:8]([CH:13]=[C:14]([C:15]#[N:16])[C:17]#[N:18])[cH:9][c:10]2[cH:11][cH:12]1.[CH:40]([N:41]([CH3:42])[CH3:43])=[O:44].[CH:45]([Cl:46])([Cl:47])[Cl:48].[Na:19][C:20]#[N:21].[OH2:22].[Pb+4:39]>>[CH3:1][O:2][c:3]1[cH:4][c:5]2[cH:6][cH:7][c:8]([C:13](=[C:14]([C:15]#[N:16])[C:17]#[N:18])[C:20]#[N:21])[cH:9][c:10]2[cH:11][cH:12]1. Reactants: CON(C(CBr)=O)C (N-methoxy-N-methyl-2-bromo-ethanamide), N1CCCCC1 (Piperidine). Run in C1CCOC1 (THF). Reaction conditions: time 48 hour. The product is CON(C(CN1CCCCC1)=O)C (N-methoxy-N-methyl-2-(piperid-1-yl)-ethanamide). Reaction SMILES: [CH3:1][O:2][N:3]([CH3:8])[C:4](=[O:7])[CH2:5]Br.[NH:9]1[CH2:14][CH2:13][CH2:12][CH2:11][CH2:10]1>C1COCC1>[CH3:1][O:2][N:3]([CH3:8])[C:4](=[O:7])[CH2:5][N:9]1[CH2:14][CH2:13][CH2:12][CH2:11][CH2:10]1. Procedure details: The above amide (1 equiv) is dissolved in THF. Piperidine (1.1 equiv) is added and the reaction solution is stirred at ambient temperature for 48 h. The reaction mixture is concentrated and the product is purified by flash chromatography on silica using MeOH/CH2Cl2 as the mobile phase to yield N-methoxy-N-methyl-2-(piperid-1-yl)-ethanamide. Starting materials: O (Water), BrC=1C=C(C=CC1F)S(=O)(=O)N1CCCC1 (1-((3-bromo-4-fluorophenyl)sulfonyl)pyrrolidine), FC1=C(C=CC(=C1)F)O (2,4-difluorophenol), C([O-])([O-])=O.[Cs+].[Cs+] (cesium carbonate). Solvent: CS(=O)C (dimethylsulfoxide). Product: BrC=1C=C(C=CC1OC1=C(C=C(C=C1)F)F)S(=O)(=O)N1CCCC1 (1-((3-bromo-4-(2,4-difluorophenoxy)phenyl)sulfonyl)pyrrolidine). Yield: 82.0%. RXN SMILES: [Br:1][C:2]1[CH:3]=[C:4]([S:9]([N:12]2[CH2:16][CH2:15][CH2:14][CH2:13]2)(=[O:11])=[O:10])[CH:5]=[CH:6][C:7]=1F.[F:17][C:18]1[CH:23]=[C:22]([F:24])[CH:21]=[CH:20][C:19]=1[OH:25].C(=O)([O-])[O-].[Cs+].[Cs+].O>CS(C)=O>[Br:1][C:2]1[CH:3]=[C:4]([S:9]([N:12]2[CH2:16][CH2:15][CH2:14][CH2:13]2)(=[O:11])=[O:10])[CH:5]=[CH:6][C:7]=1[O:25][C:19]1[CH:20]=[CH:21][C:22]([F:24])=[CH:23][C:18]=1[F:17] |f:2.3.4|. Procedure: A mixture of Example 299a (250 mg, 0.811 mmol), 2,4-difluorophenol (106 mg, 0.811 mmol) and cesium carbonate (317 mg, 0.973 mmol) in 5 mL dimethylsulfoxide was heated at 110° C. for 2 hours. Water was added and the mixture was extracted with ethyl acetate. The organic phase was washed with water (2×), saturated aqueous sodium chloride, dried over anhydrous magnesium sulfate, and filtered. The filtrate was concentrated to give the title compound (278 mg, 82% yield), which was used without further... Reactants: C1(=CC=CC=C1)S(=O)(=O)N1C(=CC=2C1=NC=CC2)CCC (1-(benzenesulfonyl)-2-propyl-1H-pyrrolo[2,3-b]pyridine), [OH-].[K+] (KOH). Run in CO (MeOH). The product is C(CC)C1=CC=2C(=NC=CC2)N1 (2-propyl-1H-pyrrolo-[2,3-b]pyridine). Reaction SMILES: C1(S([N:10]2[C:14]3=[N:15][CH:16]=[CH:17][CH:18]=[C:13]3[CH:12]=[C:11]2[CH2:19][CH2:20][CH3:21])(=O)=O)C=CC=CC=1.[OH-].[K+]>CO>[CH2:19]([C:11]1[NH:10][C:14]2=[N:15][CH:16]=[CH:17][CH:18]=[C:13]2[CH:12]=1)[CH2:20][CH3:21] |f:1.2|. Procedure details: A mixture of 1-(benzenesulfonyl)-2-propyl-1H-pyrrolo[2,3-b]pyridine (67 mg) and KOH (200 mg) in MeOH (30 mL) was heated to reflux for 3 h. The mixture was concentrated, neutralized by addition of 1N HCl, extracted (EtOAc) and purified (SiO2, 25% EtOAc/hexane) to give 2-propyl-1H-pyrrolo-[2,3-b]pyridine as a solid. Reactants: CC(C)(C)[Si](C)(C)Cl, OCC1CCc2cc(I)ccc2O1, CN(C)C=O, O, c1c[nH]cn1. Yields the product CC(C)(C)[Si](C)(C)OCC1CCc2cc(I)ccc2O1. Reaction SMILES: [C:14]([CH3:15])([CH3:16])([CH3:17])[Si:18]([CH3:19])([CH3:20])[Cl:21].[I:1][c:2]1[cH:3][c:4]2[c:9]([cH:10][cH:11]1)[O:8][CH:7]([CH2:12][OH:13])[CH2:6][CH2:5]2.[O:28]=[CH:29][N:30]([CH3:31])[CH3:32].[OH2:27].[nH:22]1[cH:23][cH:24][n:25][cH:26]1>>[I:1][c:2]1[cH:3][c:4]2[c:9]([cH:10][cH:11]1)[O:8][CH:7]([CH2:12][O:13][Si:18]([C:14]([CH3:15])([CH3:16])[CH3:17])([CH3:19])[CH3:20])[CH2:6][CH2:5]2.